This data is from the Open Reaction Database (ORD), a public repository of structured organic reaction records. The task is: describe an organic reaction: reactants, conditions, products, and yield Reactants: C(C)(=O)C1=COC=C1 (3-acetylfuran), CN(C=O)C (N,N-dimethylformamide). Yields the product CN(C=CC(=O)C1=COC=C1)C (3-dimethylamino-1-(3-furyl)-2-propen-1-one). Reaction SMILES: [C:1]([C:4]1[CH:8]=[CH:7][O:6][CH:5]=1)(=[O:3])[CH3:2].[CH3:9][N:10]([CH3:13])[CH:11]=O>>[CH3:9][N:10]([CH3:13])[CH:11]=[CH:2][C:1]([C:4]1[CH:8]=[CH:7][O:6][CH:5]=1)=[O:3]. Reported procedure: A mixture of 50.0 g. of 3-acetylfuran and 60 ml. of N,N-dimethylformamide is heated at reflux temperature for 16 hours. The solvent is removed in vacuo and hexane is added to the residue to give 3-dimethylamino-1-(3-furyl)-2-propen-1-one. A mixture of 0.01 mole of the preceding compound and 0.01 mole of 3-aminopyrazole in glacial acetic acid is refluxed for 8 hours and the solvent removed in vacuo. The residue is purified as described in Example 1 to give the product of the example. Yield: 69.9%. The reactants are Cl[Sn]Cl (SnCl2), ClC=1C(=NC=CC1)C=1C=C(C=C(C1)[N+](=O)[O-])C1=NC=2C(=NC=CC2)N1 (2-(3-(3-chloropyridin-2-yl)-5-nitrophenyl)-3H-imidazo[4,5-b]pyridine), C(=O)(O)[O-].[Na+] (NaHCO3). Procedure: SnCl2 (450 mg, 2.0 mmol) was added to a solution of Example 182 (140 mg, 0.4 mmol) in EtOH (5 mL) and the resulting suspension was heated at 100° C. for 3 h. The mixture was cooled to rt and saturated NaHCO3 solution (500 mL) was slowly added. The resulting milky white suspension was extracted with ethylacetate (3×100 mL). The combined organic layers were washed with brine, dried (MgSO4), filtered and concentrated in vacuo. The resulting material was purified by LCMS (acetonitrile-water gradient... Reaction conditions: temperature 100 celsius. Reaction SMILES: Cl[Sn]Cl.[Cl:4][C:5]1[C:6]([C:11]2[CH:12]=[C:13]([C:20]3[NH:28][C:23]4=[N:24][CH:25]=[CH:26][CH:27]=[C:22]4[N:21]=3)[CH:14]=[C:15]([N+:17]([O-])=O)[CH:16]=2)=[N:7][CH:8]=[CH:9][CH:10]=1.C([O-])(O)=O.[Na+]>CCO>[Cl:4][C:5]1[C:6]([C:11]2[CH:16]=[C:15]([CH:14]=[C:13]([C:20]3[NH:28][C:23]4=[N:24][CH:25]=[CH:26][CH:27]=[C:22]4[N:21]=3)[CH:12]=2)[NH2:17])=[N:7][CH:8]=[CH:9][CH:10]=1 |f:2.3|. Run in CCO (EtOH). Yields the product ClC=1C(=NC=CC1)C=1C=C(N)C=C(C1)C1=NC=2C(=NC=CC2)N1 (3-(3-chloropyridin-2-yl)-5-(3H-imidazo[4,5-b]pyridin-2-yl)aniline).